Dataset: the Open Reaction Database (ORD), a public repository of structured organic reaction records. Task: describe an organic reaction: reactants, conditions, products, and yield The reactants are ClC1=CC(=NC=2N1N=CC2)C (7-chloro-5-methylpyrazolo[1,5-a]pyrimidine), NCC=1C=CC2=C(C(=C(O2)C2=C(C=CC=C2)C#N)Br)C1 (5-(aminomethyl)-3-bromo-2-(2-cyanophenyl)benzofuran). Run in C(C)O (ethanol). Product: BrC1=C(OC2=C1C=C(C=C2)CNC2=CC(=NC=1N2N=CC1)C)C1=C(C=CC=C1)C#N (7-[(3-Bromo-2-(2-cyanophenyl)benzofuran-5-yl)methylamino]-5-methylpyrazolo[1,5-a]pyrimidine). Reaction SMILES: Cl[C:2]1[N:7]2[N:8]=[CH:9][CH:10]=[C:6]2[N:5]=[C:4]([CH3:11])[CH:3]=1.[NH2:12][CH2:13][C:14]1[CH:15]=[CH:16][C:17]2[O:21][C:20]([C:22]3[CH:27]=[CH:26][CH:25]=[CH:24][C:23]=3[C:28]#[N:29])=[C:19]([Br:30])[C:18]=2[CH:31]=1>C(O)C>[Br:30][C:19]1[C:18]2[CH:31]=[C:14]([CH2:13][NH:12][C:2]3[N:7]4[N:8]=[CH:9][CH:10]=[C:6]4[N:5]=[C:4]([CH3:11])[CH:3]=3)[CH:15]=[CH:16][C:17]=2[O:21][C:20]=1[C:22]1[CH:27]=[CH:26][CH:25]=[CH:24][C:23]=1[C:28]#[N:29]. Reported procedure: A solution of 1.7 g (10.1 mmol) 7-chloro-5-methylpyrazolo[1,5-a]pyrimidine (prepared according to Y. Makisumi, Chem. Pharm. Bull. 1962, 10, 620) and 3.27 g (10.0 mmol) 5-(aminomethyl)-3-bromo-2-(2-cyanophenyl)benzofuran (prepared according to WO 92/09600) in 50 ml dry ethanol was heated with reflux for 5 h. The title compound precipitated upon cooling to room temperature, was filtered with suction, and recrystallized from ethanol to give colorless crystals. yield: 3.5 g (76%), m.p. 210°-215° C. Reactants: [O-]B([O-])Oc1cc2ccccc2o1, CN(Cc1ccc(NC(=O)C2=Cc3cc(Br)ccc3S(=O)(=O)CC2)cc1)C1CCOCC1, O=C([O-])[O-], CCO, Cc1ccccc1, [K+], [K+], O. Product: CN(Cc1ccc(NC(=O)C2=Cc3cc(-c4cc5ccccc5o4)ccc3S(=O)(=O)CC2)cc1)C1CCOCC1. As a reaction SMILES: [B:4]([O-:5])([O-:15])[O:16][c:6]1[o:7][c:8]2[c:9]([cH:10]1)[cH:11][cH:12][cH:13][cH:14]2.[Br:17][c:18]1[cH:19][cH:20][c:21]2[c:22]([cH:48]1)[CH:23]=[C:24]([C:30](=[O:31])[NH:32][c:33]1[cH:34][cH:35][c:36]([CH2:39][N:40]([CH:41]3[CH2:42][CH2:43][O:44][CH2:45][CH2:46]3)[CH3:47])[cH:37][cH:38]1)[CH2:25][CH2:26][S:27]2(=[O:28])=[O:29].[C:49](=[O:50])([O-:51])[O-:52].[CH3:1][CH2:2][OH:3].[CH3:55][c:56]1[cH:57][cH:58][cH:59][cH:60][cH:61]1.[K+:53].[K+:54].[OH2:62]>>[c:6]1(-[c:18]2[cH:19][cH:20][c:21]3[c:22]([cH:48]2)[CH:23]=[C:24]([C:30](=[O:31])[NH:32][c:33]2[cH:34][cH:35][c:36]([CH2:39][N:40]([CH:41]4[CH2:42][CH2:43][O:44][CH2:45][CH2:46]4)[CH3:47])[cH:37][cH:38]2)[CH2:25][CH2:26][S:27]3(=[O:28])=[O:29])[o:7][c:8]2[c:9]([cH:10]1)[cH:11][cH:12][cH:13][cH:14]2.